Task: describe an organic reaction: reactants, conditions, products, and yield. Dataset: the Open Reaction Database (ORD), a public repository of structured organic reaction records Reactants: CC1(C(C1)C([C@H](C)NC(OC(C)(C)C)=O)O)C (tert-butyl ((2S)-1-(2,2-dimethylcyclopropyl)-1-hydroxypropan-2-yl)carbamate), C1(C=2C(C(N1)=O)=CC=CC2)=O (Phthalimide), C1(=CC=CC=C1)P(C1=CC=CC=C1)C1=CC=CC=C1 (triphenylphosphine), N(=NC(=O)OC(C)C)C(=O)OC(C)C (diisopropyl azodicarboxylate). Run in C1CCOC1 (THF). Run at time 1.5 hour. The product is CC1(C(C1)C([C@H](C)NC(OC(C)(C)C)=O)N1C(C2=CC=CC=C2C1=O)=O)C (tert-butyl ((2S)-1-(2,2-dimethylcyclopropyl)-1-(1,3-dioxoisoindolin-2-yl)propan-2-yl)carbamate). Yield: 7.3%. Reaction SMILES: [C:1]1(=[O:11])[NH:5][C:4](=[O:6])[C:3]2=[CH:7][CH:8]=[CH:9][CH:10]=[C:2]12.C1(P(C2C=CC=CC=2)C2C=CC=CC=2)C=CC=CC=1.N(C(OC(C)C)=O)=NC(OC(C)C)=O.[CH3:45][C:46]1([CH3:61])[CH2:48][CH:47]1[CH:49](O)[C@@H:50]([NH:52][C:53](=[O:59])[O:54][C:55]([CH3:58])([CH3:57])[CH3:56])[CH3:51]>C1COCC1>[CH3:61][C:46]1([CH3:45])[CH2:48][CH:47]1[CH:49]([N:5]1[C:1](=[O:11])[C:2]2[C:3](=[CH:7][CH:8]=[CH:9][CH:10]=2)[C:4]1=[O:6])[C@@H:50]([NH:52][C:53](=[O:59])[O:54][C:55]([CH3:58])([CH3:57])[CH3:56])[CH3:51]. Procedure details: Phthalimide (0.147 g), triphenylphosphine (0.34 g), and diisopropyl azodicarboxylate (0.684 ml) were added to a THF (5 ml) solution containing tert-butyl ((2S)-1-(2,2-dimethylcyclopropyl)-1-hydroxypropan-2-yl)carbamate (0.20 g), followed by stirring at room temperature for 1.5 hours. The solvent was distilled away under reduced pressure and the obtained residue was purified by silica gel chromatography (n-hexane:ethyl acetate=1:0 to 1:0.2). A yellow liquid of tert-butyl ((2S)-1-(2,2-dimethylcycl... The reactants are [OH-].[Na+] (NaOH), C(#N)C=1C=CC(=NC1)C(=O)NC1=CC2=C(OCC[C@H]3S(C4(C(=N[C@@]32C)NC(OC(C)(C)C)=O)CCC4)(=O)=O)N=C1 (tert-butyl ((4a′R,11b′R)-10′-(5-cyanopicolinamido)-11b′-methyl-4′,4′-dioxido-4a′,5′,6′,11b′-tetrahydrospiro[cyclobutane-1,3′-pyrido[3′,2′:6,7]oxepino[4,5-b][1,4]thiazin]-2′-yl)carbamate), C(=O)(C(F)(F)F)O (TFA), C(=O)(O)[O-].[Na+] (NaHCO3). Solvent: O (water). Run at time 15 minute. Product: NC1=N[C@]2([C@H](S(C13CCC3)(=O)=O)CCOC3=C2C=C(C=N3)NC(C3=NC=C(C=C3)C#N)=O)C (N-((4a′R,11b′R)-2′-amino-11b′-methyl-4′,4′-dioxido-4a′,5′,6′,11b′-tetrahydrospiro[cyclobutane-1,3′-pyrido[3′,2′:6,7]oxepino[4,5-b][1,4]thiazin]-10′-yl)-5-cyanopicolinamide). The yield is 32.6%. RXN SMILES: [C:1]([C:3]1[CH:4]=[CH:5][C:6]([C:9]([NH:11][C:12]2[CH:40]=[N:39][C:15]3[O:16][CH2:17][CH2:18][C@@H:19]4[C@@:24]([CH3:25])([C:14]=3[CH:13]=2)[N:23]=[C:22]([NH:26]C(=O)OC(C)(C)C)[C:21]2([CH2:36][CH2:35][CH2:34]2)[S:20]4(=[O:38])=[O:37])=[O:10])=[N:7][CH:8]=1)#[N:2].C(O)(C(F)(F)F)=O.C([O-])(O)=O.[Na+].[OH-].[Na+]>O>[NH2:26][C:22]1[C:21]2([CH2:34][CH2:35][CH2:36]2)[S:20](=[O:37])(=[O:38])[C@@H:19]2[CH2:18][CH2:17][O:16][C:15]3[N:39]=[CH:40][C:12]([NH:11][C:9](=[O:10])[C:6]4[CH:5]=[CH:4][C:3]([C:1]#[N:2])=[CH:8][N:7]=4)=[CH:13][C:14]=3[C@@:24]2([CH3:25])[N:23]=1 |f:2.3,4.5|. Procedure: To tert-butyl ((4a′R,11b′R)-10′-(5-cyanopicolinamido)-11b′-methyl-4′,4′-dioxido-4a′,5′,6′,11b′-tetrahydrospiro[cyclobutane-1,3′-pyrido[3′,2′:6,7]oxepino[4,5-b][1,4]thiazin]-2′-yl)carbamate was added TFA (0.015 ml, 0.197 mmol) and the resulting solution was stirred at rt for 15 min. The reaction mixture was poured into water and the pH was brought to >10 using sat. NaHCO3 and 5 N NaOH, then extracted with DCM. The combined organics were dried over Na2SO4, filtered, concentrated and purified by si... Reactants: [Cl-].[NH4+] (ammonium chloride), [N+](=O)([O-])C1=CC=C(C=C1)S(=O)(=O)N1CCOCC1 (4-(4-nitro-benzenesulfonyl)-morpholine). Reagents/catalysts: [Fe] (iron). The solvent is O (water). Yields the product N1(CCOCC1)S(=O)(=O)C1=CC=C(C=C1)N (4-(morpholine-4-sulfonyl)-phenylamine). Yield: 94.2%. Reaction SMILES: [N+:1]([C:4]1[CH:9]=[CH:8][C:7]([S:10]([N:13]2[CH2:18][CH2:17][O:16][CH2:15][CH2:14]2)(=[O:12])=[O:11])=[CH:6][CH:5]=1)([O-])=O.[Cl-].[NH4+]>O.[Fe]>[N:13]1([S:10]([C:7]2[CH:6]=[CH:5][C:4]([NH2:1])=[CH:9][CH:8]=2)(=[O:12])=[O:11])[CH2:14][CH2:15][O:16][CH2:17][CH2:18]1 |f:1.2|. Procedure details: To a stirred solution of 4-(4-nitro-benzenesulfonyl)-morpholine (5.0 g, 18.4 mmol) ethanol (400 mL) was added iron powder (5.2 g, 92.0 mmol) and the solution of ammonium chloride (10 g, 184.0 mmol) in water (100 mL). After the reaction mixture was refluxed for 3 h, the iron was filtered off and the filtrate was basified to pH 9 by addition of sodium carbonate. The reaction mixture was extracted with ethyl acetate (300 mL×2). The extract was washed with water (130 mL×2) and brine (130 mL×2), drie... Procedure: To a mixture of 6-aminomethyl-benzo[b]thiophene-2-carboxylic acid ethyl ester, hydrochloride salt (109 mg, 0.40 mmol), NMM (132 μL, 1.20 mmol) an DMAP (10 mg, 0.08 mmol) in anhydrous THF (5 mL) were added benzoyl chloride (55.7 μL, 0.48 mmol) and DMF (2.0 mL). After the reaction was complete, the reaction mixture was concentrated. To the residue were added MeOH (1 mL) and water (10 mL). The solid formed was filtered, washed with water and dried. This solid residue was dissolved in anhydrous MeOH... Solvent: C1CCOC1 (THF), CN(C)C=O (DMF). As a reaction SMILES: Cl.C(O[C:5]([C:7]1[S:11][C:10]2[CH:12]=[C:13]([CH2:16][NH2:17])[CH:14]=[CH:15][C:9]=2[CH:8]=1)=[O:6])C.CN1CCOCC1.[C:25](Cl)(=[O:32])[C:26]1[CH:31]=[CH:30][CH:29]=[CH:28][CH:27]=1.Cl.[NH2:35][OH:36].C[O-].[Na+]>CN(C1C=CN=CC=1)C.C1COCC1.CN(C=O)C>[OH:36][NH:35][C:5]([C:7]1[S:11][C:10]2[CH:12]=[C:13]([CH2:16][NH:17][C:25](=[O:32])[C:26]3[CH:31]=[CH:30][CH:29]=[CH:28][CH:27]=3)[CH:14]=[CH:15][C:9]=2[CH:8]=1)=[O:6] |f:0.1,4.5,6.7|. Reagents/catalysts: CN(C)C=1C=CN=CC1 (DMAP). Product: ONC(=O)C1=CC2=C(S1)C=C(C=C2)CNC(C2=CC=CC=C2)=O (6-(benzoylamino-methyl)-benzo[b]thiophene-2-carboxylic acid hydroxyamide). Reactants: Cl.C(C)OC(=O)C1=CC2=C(S1)C=C(C=C2)CN (6-aminomethyl-benzo[b]thiophene-2-carboxylic acid ethyl ester, hydrochloride salt), CN1CCOCC1 (NMM), C(C1=CC=CC=C1)(=O)Cl (benzoyl chloride), Cl.NO (hydroxylamine hydrochloride), C[O-].[Na+] (NaOMe). Starting materials: O=C(C=Cc1ccc(NC2CCN(Cc3ccccc3)C2)cc1)NOC1CCCCO1, CO, CC#N, CO, Cl. The product is O=C(C=Cc1ccc(NC2CCN(Cc3ccccc3)C2)cc1)NO, Cl. RXN SMILES: [CH2:1]([c:2]1[cH:3][cH:4][cH:5][cH:6][cH:7]1)[N:8]1[CH2:9][CH:10]([NH:13][c:14]2[cH:15][cH:16][c:17]([CH:20]=[CH:21][C:22](=[O:23])[NH:24][O:25][CH:26]3[CH2:27][CH2:28][CH2:29][CH2:30][O:31]3)[cH:18][cH:19]2)[CH2:11][CH2:12]1.[CH3:32][OH:33].[CH3:35][C:36]#[N:37].[CH3:38][OH:39].[ClH:34]>>[CH2:1]([c:2]1[cH:3][cH:4][cH:5][cH:6][cH:7]1)[N:8]1[CH2:9][CH:10]([NH:13][c:14]2[cH:15][cH:16][c:17]([CH:20]=[CH:21][C:22](=[O:23])[NH:24][OH:25])[cH:18][cH:19]2)[CH2:11][CH2:12]1.[ClH:34]. Starting materials: NC(=N)NCCSC[C@@H](NC(=O)OCC1=CC=CC=C1)C(=O)O ((S)-3-(2-{[amino-(imino)-methyl]-amino}-ethylthio)-N-(benzyloxy-carbonyl)-alanine), CS(=O)(=O)Cl (methanesulphonyl chloride), N1CCCC1 (pyrrolidine). Yields the product Cl.N=C(NS(=O)(=O)C)NCCSC[C@@H](N)C(=O)N1CCCC1 ((S)-1-[3-{2-[((Imino)-(methylsulphonylamino)-methyl)-amino]-ethylthio}-alanyl]-pyrrolidine Hydrochloride). Reaction SMILES: [NH2:1][C:2]([NH:4][CH2:5][CH2:6][S:7][CH2:8][C@H:9]([C:21]([OH:23])=O)[NH:10]C(OCC1C=CC=CC=1)=O)=[NH:3].[CH3:24][S:25]([Cl:28])(=[O:27])=[O:26].[NH:29]1[CH2:33][CH2:32][CH2:31][CH2:30]1>>[ClH:28].[NH:3]=[C:2]([NH:4][CH2:5][CH2:6][S:7][CH2:8][C@H:9]([C:21]([N:29]1[CH2:33][CH2:32][CH2:31][CH2:30]1)=[O:23])[NH2:10])[NH:1][S:25]([CH3:24])(=[O:27])=[O:26] |f:3.4|. Procedure details: Starting from (S)-3-(2-{[amino-(imino)-methyl]-amino}-ethylthio)-N-(benzyloxy-carbonyl)-alanine, methanesulphonyl chloride and pyrrolidine, the expected product is obtained according to the procedure described in Example 1. The reactants are CN(C(=O)OC(C)(C)C)c1cnc(Cl)cc1I, CS(C)=O, OCC1CC(O)CN1. Product: CN(C(=O)OC(C)(C)C)c1cnc(N2CC(O)CC2CO)cc1I. RXN SMILES: [C:1]([CH3:2])([CH3:3])([CH3:4])[O:5][C:6]([N:7]([CH3:8])[c:9]1[cH:10][n:11][c:12]([Cl:16])[cH:13][c:14]1[I:15])=[O:17].[CH3:26][S:27](=[O:28])[CH3:29].[OH:18][CH2:19][CH:20]1[NH:21][CH2:22][CH:23]([OH:25])[CH2:24]1>>[C:1]([CH3:2])([CH3:3])([CH3:4])[O:5][C:6]([N:7]([CH3:8])[c:9]1[cH:10][n:11][c:12]([N:21]2[CH:20]([CH2:19][OH:18])[CH2:24][CH:23]([OH:25])[CH2:22]2)[cH:13][c:14]1[I:15])=[O:17]. The product is CCOC(=O)c1ccc2c(c1)CC(C)(C)C(c1cccc(N3CCOCC3)c1)N2. Reaction SMILES: [C:39](=[O:40])([O-:41])[O-:42].[CH2:1]([CH3:2])[O:3][C:4](=[O:5])[c:6]1[cH:7][c:8]2[c:13]([cH:14][cH:15]1)[NH:12][CH:11]([c:16]1[cH:17][c:18]([Br:22])[cH:19][cH:20][cH:21]1)[C:10]([CH3:23])([CH3:24])[CH2:9]2.[CH2:25]1[CH2:26][O:27][CH2:28][CH2:29][NH:30]1.[CH3:32][N:33]([CH3:34])[CH2:35][C:36]([OH:37])=[O:38].[CH3:45][S:46](=[O:47])[CH3:48].[ClH:31].[Cu:49][I:50].[K+:43].[K+:44]>>[CH2:1]([CH3:2])[O:3][C:4](=[O:5])[c:6]1[cH:7][c:8]2[c:13]([cH:14][cH:15]1)[NH:12][CH:11]([c:16]1[cH:17][c:18]([N:30]3[CH2:25][CH2:26][O:27][CH2:28][CH2:29]3)[cH:19][cH:20][cH:21]1)[C:10]([CH3:23])([CH3:24])[CH2:9]2. Reactants: O=C([O-])[O-], CCOC(=O)c1ccc2c(c1)CC(C)(C)C(c1cccc(Br)c1)N2, C1COCCN1, CN(C)CC(=O)O, CS(C)=O, Cl, [Cu]I, [K+], [K+].